The task is: describe an organic reaction: reactants, conditions, products, and yield. This data is from the Open Reaction Database (ORD), a public repository of structured organic reaction records. Reactants: CCOC(=O)Cl, CCC1Cc2nc(N)sc2C(Cl)C1, O, c1ccncc1. Product: CCOC(=O)Nc1nc2c(s1)C(Cl)CC(CC)C2. Reaction SMILES: [Cl:14][C:15](=[O:16])[O:17][CH2:18][CH3:19].[NH2:1][c:2]1[s:3][c:4]2[c:5]([n:6]1)[CH2:7][CH:8]([CH2:12][CH3:13])[CH2:9][CH:10]2[Cl:11].[OH2:20].[cH:21]1[cH:22][cH:23][n:24][cH:25][cH:26]1>>[NH:1]([c:2]1[s:3][c:4]2[c:5]([n:6]1)[CH2:7][CH:8]([CH2:12][CH3:13])[CH2:9][CH:10]2[Cl:11])[C:15](=[O:16])[O:17][CH2:18][CH3:19]. Reactants: CC1=C(C=CC(=C1)F)N1CCC=2C(=NC=3C(=CC=CC3C21)OCC(F)(F)F)Cl (1-(2-Methyl-4-fluorophenyl)-4-chloro-6-β,β,β-trifluoroethoxy-2,3-dihydropyrrolo[3,2-c]quinoline), CN (methylamine). Run in O (water). Conditions: temperature 180 celsius. Yields the product CC1=C(C=CC(=C1)F)N1CCC=2C(=NC=3C(=CC=CC3C21)OCC(F)(F)F)NC (1-(2-methyl-4-fluorophenyl)-4-methylamino-6-β,β,β-trifluoroethoxy-2,3-dihydropyrrolo[3,2-c]quinoline). RXN SMILES: [CH3:1][C:2]1[CH:7]=[C:6]([F:8])[CH:5]=[CH:4][C:3]=1[N:9]1[C:21]2[C:20]3[CH:19]=[CH:18][CH:17]=[C:16]([O:22][CH2:23][C:24]([F:27])([F:26])[F:25])[C:15]=3[N:14]=[C:13](Cl)[C:12]=2[CH2:11][CH2:10]1.[CH3:29][NH2:30]>O>[CH3:1][C:2]1[CH:7]=[C:6]([F:8])[CH:5]=[CH:4][C:3]=1[N:9]1[C:21]2[C:20]3[CH:19]=[CH:18][CH:17]=[C:16]([O:22][CH2:23][C:24]([F:27])([F:26])[F:25])[C:15]=3[N:14]=[C:13]([NH:30][CH3:29])[C:12]=2[CH2:11][CH2:10]1. Procedure details: 1-(2-Methyl-4-fluorophenyl)-4-chloro-6-β,β,β-trifluoroethoxy-2,3-dihydropyrrolo[3,2-c]quinoline(700 mg, 1.7 mmol) was dissolved in aqueous solution of methylamine(40%, 5.0 ml) and the reaction mixture was refluxed at 180° C. for 15 hours in the pressure tube. The reaction mixture was dissolved in water, extracted with dichloromethane, and the organic layer was washed with water for 3 times. The organic layer was dried over anhydrous magnesium sulfate, filtered, and concentrated under reduced pre... Starting materials: CC(=O)O, [K+], O=[N+]([O-])[O-], O, CC1(C)CC(=O)c2cc(O)ccc2O1, O=S(=O)(O)O. Product: CC1(C)CC(=O)c2c(ccc(O)c2[N+](=O)[O-])O1. As a reaction SMILES: [CH3:15][C:16](=[O:17])[OH:18].[K+:23].[N+:19](=[O:20])([O-:21])[O-:22].[OH2:29].[OH:1][c:2]1[cH:3][c:4]2[c:9]([cH:10][cH:11]1)[O:8][C:7]([CH3:12])([CH3:13])[CH2:6][C:5]2=[O:14].[S:24](=[O:25])(=[O:26])([OH:27])[OH:28]>>[OH:1][c:2]1[c:3]([N+:19](=[O:20])[O-:21])[c:4]2[c:9]([cH:10][cH:11]1)[O:8][C:7]([CH3:12])([CH3:13])[CH2:6][C:5]2=[O:14].